Dataset: the Open Reaction Database (ORD), a public repository of structured organic reaction records. Task: describe an organic reaction: reactants, conditions, products, and yield The reactants are [OH-].[Na+] (NaOH), BrC1=CC=C(CO)C=C1 (4-bromobenzylalcohol), Cl (HCl), ICC (Iodoethane). Run in CN(C=O)C (dimethylformamide). Run at time 2 hour. The product is BrC1=CC=C(C=C1)COCC (1-bromo-4-(ethoxymethyl)benzene). The yield is 49.4%. Reaction SMILES: [OH-].[Na+].[Br:3][C:4]1[CH:11]=[CH:10][C:7]([CH2:8][OH:9])=[CH:6][CH:5]=1.I[CH2:13][CH3:14].Cl>CN(C)C=O>[Br:3][C:4]1[CH:11]=[CH:10][C:7]([CH2:8][O:9][CH2:13][CH3:14])=[CH:6][CH:5]=1 |f:0.1|. Reported procedure: NaOH (0.1 g, 2.4 mmol) was added to 2 ml of degassed dimethylformamide and 4-bromobenzylalcohol (0.3 g, 1.6 mmol) was further added slowly. Iodoethane (0.14 ml, 1.76 mmol) was added at room temperature followed by stirring for 2 hours. The mixture was added with 50 ml of 2N c HCl and extracted with 50 ml of ethylacetate. The organic layer was washed twice with 50 ml of H2O. After concentration under vacuum and column chromatography (ethylacetate/n-hexane, 1/10), the title compound (0.17 g, 48%) ... The reactants are OC(CCl)CN1CCN(C(c2ccccc2)c2ccccc2)CC1, COc1ccc2c(O)cccc2n1. Product: COc1ccc2c(OCC(O)CN3CCN(C(c4ccccc4)c4ccccc4)CC3)cccc2n1. As a reaction SMILES: [Cl:14][CH2:15][CH:16]([CH2:17][N:18]1[CH2:19][CH2:20][N:21]([CH:24]([c:25]2[cH:26][cH:27][cH:28][cH:29][cH:30]2)[c:31]2[cH:32][cH:33][cH:34][cH:35][cH:36]2)[CH2:22][CH2:23]1)[OH:37].[OH:1][c:2]1[c:3]2[cH:4][cH:5][c:6]([O:12][CH3:13])[n:7][c:8]2[cH:9][cH:10][cH:11]1>>[O:1]([c:2]1[c:3]2[cH:4][cH:5][c:6]([O:12][CH3:13])[n:7][c:8]2[cH:9][cH:10][cH:11]1)[CH2:15][CH:16]([CH2:17][N:18]1[CH2:19][CH2:20][N:21]([CH:24]([c:25]2[cH:26][cH:27][cH:28][cH:29][cH:30]2)[c:31]2[cH:32][cH:33][cH:34][cH:35][cH:36]2)[CH2:22][CH2:23]1)[OH:37]. The reactants are C(=O)(O)C=1C=C2C(C(NC2=CC1)=O)=CC1=CNC2=NC=CC=C12 (5-carboxy-3-[(7-azaindol-3-yl)methylen]-2-oxindole), N1CCCCC1 (piperidine). The solvent is C(C)O (ethanol). Product: [NH2+]1CCCCC1.C(=O)(O)C=1C=C2C(C(NC2=CC1)=O)=CC1=CNC2=NC=CC=C12 (5-carboxy-3-[(7-azaindol-3-yl)methylen]-2-oxindole, piperidinium salt). Yield: 80.0%. Reaction SMILES: [C:1]([C:4]1[CH:5]=[C:6]2[C:10](=[CH:11][CH:12]=1)[NH:9][C:8](=[O:13])[C:7]2=[CH:14][C:15]1[C:23]2[C:18](=[N:19][CH:20]=[CH:21][CH:22]=2)[NH:17][CH:16]=1)([OH:3])=[O:2].N1CCCCC1>C(O)C>[NH2+:19]1[CH2:20][CH2:21][CH2:22][CH2:23][CH2:18]1.[C:1]([C:4]1[CH:5]=[C:6]2[C:10](=[CH:11][CH:12]=1)[NH:9][C:8](=[O:13])[C:7]2=[CH:14][C:15]1[C:23]2[C:18](=[N:19][CH:20]=[CH:21][CH:22]=2)[NH:17][CH:16]=1)([OH:3])=[O:2] |f:3.4|. Procedure details: To a solution of 5-carboxy-3-[(7-azaindol-3-yl)methylen]-2-oxindole (0.305 g, 1 mmol) in ethanol (10 ml) was added piperidine (0.085 g, 1 mmol) and the mixture was concentrated under vacuum to a small volume. To the ice-cooled mixture ether was added, the precipitate filtered off, washed with ice-cooled ether and dried under vacuum. Thus almost pure title compound was obtained in about 80% yield.